Dataset: the Open Reaction Database (ORD), a public repository of structured organic reaction records. Task: describe an organic reaction: reactants, conditions, products, and yield The reactants are CCOC(C)=O, CN1CCN(c2ccc([N+](=O)[O-])nc2)CC1, CCO. The product is CN1CCN(c2ccc(N)nc2)CC1. Reaction SMILES: [CH3:17][CH2:18][O:19][C:20](=[O:21])[CH3:22].[CH3:1][N:2]1[CH2:3][CH2:4][N:5]([c:8]2[cH:9][n:10][c:11]([N+:14]([O-:15])=[O:16])[cH:12][cH:13]2)[CH2:6][CH2:7]1.[CH3:23][CH2:24][OH:25]>>[CH3:1][N:2]1[CH2:3][CH2:4][N:5]([c:8]2[cH:9][n:10][c:11]([NH2:14])[cH:12][cH:13]2)[CH2:6][CH2:7]1. Yields the product FC1=C(C=CC=C1)C1=NCC(N(C2=C1C=C(C=C2)NC(=O)NCCO)C)=O (1-[5-(o-fluorophenyl)-2,3-dihydro-1-methyl-2-oxo-1H-1,4-benzodiazepin-7-yl]-3-(2-hydroxyethyl)urea). Reactants: C([O-])(O)=O.[Na+] (sodium bicarbonate), C(C1=CC=CC=C1)N(C(=O)NC=1C=CC2=C(C(=NCC(N2C)=O)C2=C(C=CC=C2)F)C1)CCOC(C)(C)C (1-benzyl-1-(2-tert.butoxyethyl)-3-[5-(o-fluorophenyl)-2,3-dihydro-1-methyl-2-oxo-1H-1,4-benzodiazepin-7-yl]urea), CO (methanol). As a reaction SMILES: C([N:8]([CH2:32][CH2:33][O:34]C(C)(C)C)[C:9]([NH:11][C:12]1[CH:13]=[CH:14][C:15]2[N:21]([CH3:22])[C:20](=[O:23])[CH2:19][N:18]=[C:17]([C:24]3[CH:29]=[CH:28][CH:27]=[CH:26][C:25]=3[F:30])[C:16]=2[CH:31]=1)=[O:10])C1C=CC=CC=1.C(=O)(O)[O-].[Na+].CO>Br>[F:30][C:25]1[CH:26]=[CH:27][CH:28]=[CH:29][C:24]=1[C:17]1[C:16]2[CH:31]=[C:12]([NH:11][C:9]([NH:8][CH2:32][CH2:33][OH:34])=[O:10])[CH:13]=[CH:14][C:15]=2[N:21]([CH3:22])[C:20](=[O:23])[CH2:19][N:18]=1 |f:1.2|. The solvent is Br (hydrogen bromide). Procedure: 1.5 g (0.003 M) of 1-benzyl-1-(2-tert.butoxyethyl)-3-[5-(o-fluorophenyl)-2,3-dihydro-1-methyl-2-oxo-1H-1,4-benzodiazepin-7-yl]urea are dissolved in 15 ml of 48% aqueous hydrogen bromide solution, the mixture is heated on a steam-bath for 10 minutes, made alkaline with sodium bicarbonate, treated with a small amount of methanol and extracted three times with methylene chloride. The extracts are combined, dried over sodium sulphate, filtered and concentrated. The residue is purified in a pressure ... Starting materials: CC(C)(C)OC(=O)NCCCC(=O)O, CCN, ClCCl, c1ccc2[nH]nnc2c1. Product: CCNC(=O)CCCNC(=O)OC(C)(C)C. RXN SMILES: [C:13](=[O:14])([O:15][C:16]([CH3:17])([CH3:18])[CH3:19])[NH:20][CH2:21][CH2:22][CH2:23][C:24](=[O:25])[OH:26].[CH3:1][CH2:2][NH2:3].[Cl:27][CH2:28][Cl:29].[nH:4]1[c:5]2[cH:6][cH:7][cH:8][cH:9][c:10]2[n:11][n:12]1>>[CH3:1][CH2:2][NH:3][C:24]([CH2:23][CH2:22][CH2:21][NH:20][C:13](=[O:14])[O:15][C:16]([CH3:17])([CH3:18])[CH3:19])=[O:26]. The reactants are [H-].[Na+] (sodium hydride), ClC1=CC=C(CO)C=C1 (4-chlorobenzyl alcohol), S(=O)(=O)(C1=CC=C(C)C=C1)OCC1OC=CCC1 (2-tosyloxymethyl-3,4-dihydro-2H-pyran). Run in CN(C=O)C (dimethylformamide), CN(C=O)C (dimethylformamide). Run at time 30 minute. The product is ClC1=CC=C(COCC2OC=CCC2)C=C1 (2-(4-chlorobenzyloxymethyl)-3,4-dihydro-2H-pyran). Isolated yield 28.3%. RXN SMILES: [H-].[Na+].[Cl:3][C:4]1[CH:11]=[CH:10][C:7]([CH2:8][OH:9])=[CH:6][CH:5]=1.S(O[CH2:23][CH:24]1[CH2:29][CH2:28][CH:27]=[CH:26][O:25]1)(C1C=CC(C)=CC=1)(=O)=O>CN(C)C=O>[Cl:3][C:4]1[CH:11]=[CH:10][C:7]([CH2:8][O:9][CH2:23][CH:24]2[CH2:29][CH2:28][CH:27]=[CH:26][O:25]2)=[CH:6][CH:5]=1 |f:0.1|. Reported procedure: 50 mg of 55% sodium hydride were added to a solution of 193 mg of 4-chlorobenzyl alcohol in 1 ml of dimethylformamide, and the mixture was stirred at room temperature for 30 minutes. A solution of 326 mg of 2-tosyloxymethyl-3,4-dihydro-2H-pyran in 2 ml of dimethylformamide was then added and the resulting mixture was allowed to react at 90° C. for 4 hours. The mixture was then treated and the product purified essentially as described in Example 34(a), to give 82 mg of 2-(4-chlorobenzyloxymethyl)... Procedure: A mixture of 5-bromopyrimidin-2-one (2 mmol) and allylisocyanate (3 mmol) in dimethyl formamide (2 ml) was stirred together at room temperature until a clear solution resulted (ca. 3 h) before the solvent was distilled off at 1 mmHg, the residue triturated with ether and then with water; the residue was the title compound, yield 59%. MS (70 eV) m/e: 257/255 (M,O), 176 (31), 174 (33), 148 (9), 106 (8), 104 (8), 95 (60), 83 (20), 56 (100). RXN SMILES: [Br:1][C:2]1[CH:3]=[N:4][C:5](=[O:8])[NH:6][CH:7]=1.[CH2:9]([N:12]=[C:13]=[O:14])[CH:10]=[CH2:11]>CN(C)C=O>[CH2:9]([NH:12][C:13]([N:4]1[CH:3]=[C:2]([Br:1])[CH:7]=[N:6][C:5]1=[O:8])=[O:14])[CH:10]=[CH2:11]. Starting materials: BrC=1C=NC(NC1)=O (5-bromopyrimidin-2-one), C(C=C)N=C=O (allylisocyanate). Isolated yield 59.0%. The product is C(C=C)NC(=O)N1C(N=CC(=C1)Br)=O (1-Allylcarbamoyl-5-bromopyrimidin-2-one). Run in CN(C=O)C (dimethyl formamide).